From a dataset of the Open Reaction Database (ORD), a public repository of structured organic reaction records. describe an organic reaction: reactants, conditions, products, and yield The reactants are O=C([O-])O, O=[N+]([O-])c1cc(Nc2cc(Cl)ncn2)ccc1OCc1ccccc1, CCO, [Na+], O=S(=O)(O)O, [Zn]. Reaction SMILES: [C:31](=[O:32])([O-:33])[OH:34].[CH2:1]([c:2]1[cH:3][cH:4][cH:5][cH:6][cH:7]1)[O:8][c:9]1[c:10]([N+:23]([O-:24])=[O:25])[cH:11][c:12]([NH:15][c:16]2[n:17][cH:18][n:19][c:20]([Cl:22])[cH:21]2)[cH:13][cH:14]1.[CH3:36][CH2:37][OH:38].[Na+:35].[S:26](=[O:27])(=[O:28])([OH:29])[OH:30].[Zn:39]>>[CH2:1]([c:2]1[cH:3][cH:4][cH:5][cH:6][cH:7]1)[O:8][c:9]1[c:10]([NH2:23])[cH:11][c:12]([NH:15][c:16]2[n:17][cH:18][n:19][c:20]([Cl:22])[cH:21]2)[cH:13][cH:14]1. The product is Nc1cc(Nc2cc(Cl)ncn2)ccc1OCc1ccccc1. Reactants: C(C1=CC=CC=C1)OC1=C(C=C(C=C1)Br)CC(=O)O (2-benzyloxy-5-bromophenylacetic acid), FC(OC1=CC=C(C=C1)B(O)O)(F)F (4-(trifluoromethoxy)phenyl boronic acid), C([O-])([O-])=O.[K+].[K+] (potassium carbonate), O1CCOCC1 (dioxane). The reagents and catalysts are C1=CC=C(C=C1)P([C-]2C=CC=C2)C3=CC=CC=C3.C1=CC=C(C=C1)P([C-]2C=CC=C2)C3=CC=CC=C3.Cl[Pd]Cl.[Fe+2] ([1,1′-bis(diphenylphosphino)ferrocene]dichloropalladium(II)). The solvent is O (water). Conditions: temperature 80 celsius, time 2 hour. The product is C(C1=CC=CC=C1)OC1=C(C=C(C=C1)C1=CC=C(C=C1)OC(F)(F)F)CC(=O)O ([4-benzyloxy-4′-(trifluoromethoxy)biphenyl-3-yl]acetic acid). Isolated yield 48.9%. RXN SMILES: [CH2:1]([O:8][C:9]1[CH:14]=[CH:13][C:12](Br)=[CH:11][C:10]=1[CH2:16][C:17]([OH:19])=[O:18])[C:2]1[CH:7]=[CH:6][CH:5]=[CH:4][CH:3]=1.[F:20][C:21]([F:33])([F:32])[O:22][C:23]1[CH:28]=[CH:27][C:26](B(O)O)=[CH:25][CH:24]=1.C(=O)([O-])[O-].[K+].[K+].O1CCOCC1>C1C=CC(P(C2C=CC=CC=2)[C-]2C=CC=C2)=CC=1.C1C=CC(P(C2C=CC=CC=2)[C-]2C=CC=C2)=CC=1.Cl[Pd]Cl.[Fe+2].O>[CH2:1]([O:8][C:9]1[CH:14]=[CH:13][C:12]([C:26]2[CH:25]=[CH:24][C:23]([O:22][C:21]([F:20])([F:32])[F:33])=[CH:28][CH:27]=2)=[CH:11][C:10]=1[CH2:16][C:17]([OH:19])=[O:18])[C:2]1[CH:7]=[CH:6][CH:5]=[CH:4][CH:3]=1 |f:2.3.4,6.7.8.9|. Reported procedure: A mixture of 2-benzyloxy-5-bromophenylacetic acid (261 mg, 0.813 mmol), 4-(trifluoromethoxy)phenyl boronic acid (218 mg, 1.056 mmol), [1,1′-bis(diphenylphosphino)ferrocene]dichloropalladium(II) (43 mg, 0.057 mmol), potassium carbonate (169 mg, 1.22 mmol), dioxane (4 ml) and water (0.5 ml) was stirred at 80° C. for 2 hours. The reaction mixture was cooled to room temperature, and the solvent was evaporated under reduced pressure. Ethyl acetate was added to the residue, and the solution was filter...